Dataset: the Open Reaction Database (ORD), a public repository of structured organic reaction records. Task: describe an organic reaction: reactants, conditions, products, and yield Starting materials: C(C)(=O)OCCOC1=CC=C(C=C1)CCN1C(O[C@@H](C1)C1=CC2=C(OC(OC2)(C)C)C=C1)=O (2-(4-{2-[(5R)-5-(2,2-Dimethyl-4H-1,3-benzodioxin-6-yl)-2-oxo-1,3-oxazolidin-3-yl]ethyl}phenoxy)ethyl acetate), O([K])[Si](C)(C)C (KOSiMe3), P(=O)([O-])([O-])[O-] (phosphate), O (water). The solvent is C1CCOC1 (THF). Reaction conditions: time 3 hour. The product is CC1(OCC2=C(O1)C=CC(=C2)[C@@H]2CN(C(O2)=O)CCC2=CC=C(C=C2)OCCO)C ((5R)-5-(2,2-Dimethyl-4H-1.3-benzodioxin-6-yl)-3-{2-[4-(2-hydroxyethoxy)phenvl]ethyl}-1,3-oxazolidin-2-one). Isolated yield 98.6%. RXN SMILES: C([O:4][CH2:5][CH2:6][O:7][C:8]1[CH:13]=[CH:12][C:11]([CH2:14][CH2:15][N:16]2[CH2:20][C@@H:19]([C:21]3[CH:32]=[CH:31][C:24]4[O:25][C:26]([CH3:30])([CH3:29])[O:27][CH2:28][C:23]=4[CH:22]=3)[O:18][C:17]2=[O:33])=[CH:10][CH:9]=1)(=O)C.O([Si](C)(C)C)[K].P([O-])([O-])([O-])=O.O>C1COCC1>[CH3:29][C:26]1([CH3:30])[O:25][C:24]2[CH:31]=[CH:32][C:21]([C@H:19]3[O:18][C:17](=[O:33])[N:16]([CH2:15][CH2:14][C:11]4[CH:10]=[CH:9][C:8]([O:7][CH2:6][CH2:5][OH:4])=[CH:13][CH:12]=4)[CH2:20]3)=[CH:22][C:23]=2[CH2:28][O:27]1. Procedure details: 2-(4-{2-[(5R)-5-(2,2-Dimethyl-4H-1,3-benzodioxin-6-yl)-2-oxo-1,3-oxazolidin-3-yl]ethyl}phenoxy)ethyl acetate (3.7 g) in THF (100 mL) was treated with KOSiMe3 (1.39 g) and stirred at room temperature for 3 h. The solution was then poured into phosphate buffer (pH 6.5) and water, extracted with EtOAc, dried (MgSO4) and concentrated in vacuo to give the title compound (3.31 g). LCMS RT=2.91 min. Reactants: [OH-].[Na+] (NaOH), ClCCOC1=C(C(=CC=C1)OCCCl)Br (2,6-Di(2-chloroethoxy)bromobenzene), C(C)(=O)O (acetic acid), [Li]CCCC (nBuLi). Run in C1CCOC1 (THF). Reaction conditions: temperature -70 celsius, time 45 minute. Yields the product OC1=CC=CC2=C1CCO2 (2,3-Dihydro-4-hydroxybenzofuran). Yield: 98.7%. As a reaction SMILES: ClCC[O:4][C:5]1[CH:10]=[CH:9][CH:8]=[C:7]([O:11][CH2:12][CH2:13]Cl)[C:6]=1Br.[Li]CCCC.C(O)(=O)C.[OH-].[Na+]>C1COCC1>[OH:4][C:5]1[C:6]2[CH2:13][CH2:12][O:11][C:7]=2[CH:8]=[CH:9][CH:10]=1 |f:3.4|. Reported procedure: The product of Step 2 (39.25 g) was dissolved in THF (0.5 L) and cooled to −78° C. nBuLi (2.5M in hexanes, 300 mL) was then added dropwise over 30 minutes and the reaction stirred at −70° C. for an additional 45 minutes. The solution was then warmed to 0° C. over 10 minutes and stirred at this temperature for 1 hour. Glacial acetic acid (16 mL) was added followed by 1N NaOH (160 mL) and the layers allowed to separate. The organics were extracted with 1N NaOH (2×80 mL) and the combined aqueous fr... The reactants are ClC1=NC2=CC=C(C=C2C=C1)[N+](=O)[O-] (2-chloro-6-nitro-quinoline), FC=1C=CC=C2CCC(C12)N (rac-7-fluoro-indan-1-ylamine). Yields the product FC=1C=CC=C2CCC(C12)NC1=NC2=CC=C(C=C2C=C1)N (rac-N2-(7-Fluoro-indan-1-yl)-quinoline-2,6-diamine). As a reaction SMILES: Cl[C:2]1[CH:11]=[CH:10][C:9]2[C:4](=[CH:5][CH:6]=[C:7]([N+:12]([O-])=O)[CH:8]=2)[N:3]=1.[F:15][C:16]1[CH:17]=[CH:18][CH:19]=[C:20]2[C:24]=1[CH:23]([NH2:25])[CH2:22][CH2:21]2>>[F:15][C:16]1[CH:17]=[CH:18][CH:19]=[C:20]2[C:24]=1[CH:23]([NH:25][C:2]1[CH:11]=[CH:10][C:9]3[C:4](=[CH:5][CH:6]=[C:7]([NH2:12])[CH:8]=3)[N:3]=1)[CH2:22][CH2:21]2. Reported procedure: Step C+D: The title compound was prepared in accordance with the general method described in example 2 from 2-chloro-6-nitro-quinoline and rac-7-fluoro-indan-1-ylamine; MS: m/e=294.3 (M+H+).